Dataset: the Open Reaction Database (ORD), a public repository of structured organic reaction records. Task: describe an organic reaction: reactants, conditions, products, and yield Reactants: C(C)NCC (diethylamine), C([O-])([O-])=O.[K+].[K+] (potassium carbonate), FC=1C=C(C2=C(C(C=C(O2)C2=CC(=C(C=C2)NC(C(C)(C)C)=O)F)=O)C1NCCCOS(=O)(=O)C)F (6,8-difluoro-2-(3-fluoro-4-pivaloylaminophenyl)-5-(3-methanesulfonyloxypropylamino)-4H-1-benzopyran-4-one), C(C)NCC (diethylamine), C([O-])([O-])=O.[K+].[K+] (potassium carbonate), O (Water). The solvent is CN(C=O)C (dimethylformamide). Conditions: temperature 50 celsius, time 7 hour. The product is C(C)N(CCCNC1=C(C=C(C2=C1C(C=C(O2)C2=CC(=C(C=C2)NC(C(C)(C)C)=O)F)=O)F)F)CC (5-(3-diethylaminopropylamino)-6,8-difluoro-2-(3-fluoro-4-pivaloylaminophenyl)-4H-1-benzopyran-4-one). The yield is 50.2%. Reaction SMILES: [F:1][C:2]1[CH:3]=[C:4]([F:36])[C:5]2[O:10][C:9]([C:11]3[CH:16]=[CH:15][C:14]([NH:17][C:18](=[O:23])[C:19]([CH3:22])([CH3:21])[CH3:20])=[C:13]([F:24])[CH:12]=3)=[CH:8][C:7](=[O:25])[C:6]=2[C:26]=1[NH:27][CH2:28][CH2:29][CH2:30]OS(C)(=O)=O.[CH2:37]([NH:39][CH2:40][CH3:41])[CH3:38].C(=O)([O-])[O-].[K+].[K+].O>CN(C)C=O>[CH2:37]([N:39]([CH2:40][CH3:41])[CH2:30][CH2:29][CH2:28][NH:27][C:26]1[C:6]2[C:7](=[O:25])[CH:8]=[C:9]([C:11]3[CH:16]=[CH:15][C:14]([NH:17][C:18](=[O:23])[C:19]([CH3:20])([CH3:22])[CH3:21])=[C:13]([F:24])[CH:12]=3)[O:10][C:5]=2[C:4]([F:36])=[CH:3][C:2]=1[F:1])[CH3:38] |f:2.3.4|. Procedure: 3.50 g (6.65 mmol) of 6,8-difluoro-2-(3-fluoro-4-pivaloylaminophenyl)-5-(3-methanesulfonyloxypropylamino)-4H-1-benzopyran-4-one obtained in Example 129 (2) was dissolved in 100 mL of dimethylformamide under argon atmosphere, 6.88 mL (66.5 mmol) of diethylamine and 9.18 g (66.5 mmol) of potassium carbonate were added and the mixture was stirred at 50° C. for 7 hours. Then, 6.88 mL (66.5 mmol) of diethylamine and 9.18 g (66.5 mmol) of potassium carbonate were further added and the mixture was stir...